This data is from the Open Reaction Database (ORD), a public repository of structured organic reaction records. The task is: describe an organic reaction: reactants, conditions, products, and yield Reactants: CN (methylamine), COC1=CC=CC2=C1C(OC(N2)=O)=O (5-methoxy-1H-3,1-benzoxazine-2,4-dione). Solvent: O (water), CCOC(=O)C (EtOAc). Conditions: time 36 hour. The product is NC1=C(C(=O)NC)C(=CC=C1)OC (2-amino-6-methoxy-N-methylbenzamide). The yield is 70.1%. As a reaction SMILES: [CH3:1][NH2:2].[CH3:3][O:4][C:5]1[C:10]2[C:11](=O)[O:12]C(=O)[NH:14][C:9]=2[CH:8]=[CH:7][CH:6]=1>O.CCOC(C)=O>[NH2:14][C:9]1[CH:8]=[CH:7][CH:6]=[C:5]([O:4][CH3:3])[C:10]=1[C:11]([NH:2][CH3:1])=[O:12]. Reported procedure: Phosgene (4.72 ml, 8.97 mmol; 20% in toluene) was added dropwise to a solution of 2-amino-6-methoxybenzoic acid (1 g, 5.98 mmol) in 2N aqueous sodium hydroxide (6.28 ml, 12.56 mmol) and water (15 ml) cooled to 0° C. over a period of 15 minutes, maintaining the temperature at 0-5° C. The resulting suspension was stirred at 0° C. for 15 minutes. The precipitate was collected by filtration, washed with water, followed by a small amount of acetonitrile and ether and dried under vacuum at 40° C. to a...